This data is from the Open Reaction Database (ORD), a public repository of structured organic reaction records. The task is: describe an organic reaction: reactants, conditions, products, and yield Starting materials: Cl (Hydrogen chloride), C(C1=CC=CC=C1)NC=1C2=C(N=C(N1)NC1=CC=C(C=C1)C1=CN=CO1)CN(CC2)C(=O)OC(C)(C)C (tert-butyl 4-(benzylamino)-2-(4-(oxazol-5-yl)phenylamino)-5,6-dihydropyrido[3,4-d]pyrimidine-7(8H)-carboxylate). The solvent is CO (MeOH). Run at temperature 76 celsius. The product is C(C1=CC=CC=C1)NC=1C2=C(N=C(N1)NC1=CC=C(C=C1)C1=CN=CO1)CNCC2 (N4-benzyl-N2-(4-(oxazol-5-yl)phenyl)-5,6,7,8-tetrahydropyrido[3,4-d]pyrimidine-2,4-diamine). Isolated yield 47.7%. RXN SMILES: Cl.[CH2:2]([NH:9][C:10]1[C:11]2[CH2:31][CH2:30][N:29](C(OC(C)(C)C)=O)[CH2:28][C:12]=2[N:13]=[C:14]([NH:16][C:17]2[CH:22]=[CH:21][C:20]([C:23]3[O:27][CH:26]=[N:25][CH:24]=3)=[CH:19][CH:18]=2)[N:15]=1)[C:3]1[CH:8]=[CH:7][CH:6]=[CH:5][CH:4]=1>CO>[CH2:2]([NH:9][C:10]1[C:11]2[CH2:31][CH2:30][NH:29][CH2:28][C:12]=2[N:13]=[C:14]([NH:16][C:17]2[CH:18]=[CH:19][C:20]([C:23]3[O:27][CH:26]=[N:25][CH:24]=3)=[CH:21][CH:22]=2)[N:15]=1)[C:3]1[CH:4]=[CH:5][CH:6]=[CH:7][CH:8]=1. Procedure: Hydrogen chloride (2 mL, 0.20 mmol, 2M aq) was added to a solution of tert-butyl 4-(benzylamino)-2-(4-(oxazol-5-yl)phenylamino)-5,6-dihydropyrido[3,4-d]pyrimidine-7(8H)-carboxylate (0.1 g, 0.20 mmol, Example 5a) in MeOH (5 mL) and heated in an open reaction vessel to 76° C. for 1 h. The residual solvent was removed under reduced pressure, the crude product was redissolved in DMSO and purified by preparative HPLC to give N4-benzyl-N2-(4-(oxazol-5-yl)phenyl)-5,6,7,8-tetrahydropyrido[3,4-d]pyrimidi... The solvent is C(Cl)Cl (CH2Cl2). The reactants are O (Water), BrC=1N=C(C(=NC1)N)NCC1=C(C(=CC=C1F)F)Cl (5-bromo-N3-(2-chloro-3,6-difluorobenzyl)pyrazine-2,3-diamine), C(C)N(CC)C(C)C (N,N-diethylisopropylamine), C(C=O)(=O)OCC (ethyl glyoxylate). Procedure: To a stirred solution of 5-bromo-N3-(2-chloro-3,6-difluorobenzyl)pyrazine-2,3-diamine (5.15 mmol, 1.8 g) and N,N-diethylisopropylamine (9.30 mmol, 2 mL) in CH2Cl2 (20 mL) was added ethyl glyoxylate (5.41 mmol, 0.74 g) at 0° C. The suspension was warmed up naturally and stirred overnight. Water was added to dissolve the precipitation. The combined organic layers from extraction were combined, dried, concentrated, and then subjected to a silica gel column chromatography by using CH2Cl2/MeOH (9:1) ... Reaction SMILES: [Br:1][C:2]1[N:3]=[C:4]([NH:9][CH2:10][C:11]2[C:16]([F:17])=[CH:15][CH:14]=[C:13]([F:18])[C:12]=2[Cl:19])[C:5]([NH2:8])=[N:6][CH:7]=1.C(N(C(C)C)CC)C.[C:28]([O:32][CH2:33][CH3:34])(=[O:31])[CH:29]=[O:30].O>C(Cl)Cl>[Br:1][C:2]1[N:3]=[C:4]([NH:9][CH2:10][C:11]2[C:16]([F:17])=[CH:15][CH:14]=[C:13]([F:18])[C:12]=2[Cl:19])[C:5]([NH:8][C:29](=[O:30])[C:28]([O:32][CH2:33][CH3:34])=[O:31])=[N:6][CH:7]=1. Product: BrC=1N=C(C(=NC1)NC(C(=O)OCC)=O)NCC1=C(C(=CC=C1F)F)Cl (ethyl ({5-bromo-3-[(2-chloro-3,6-difluorobenzyl)amino]pyrazin-2-yl}amino)(oxo)acetate). Reaction conditions: time 8 hour. The yield is 52.0%.